From a dataset of the Open Reaction Database (ORD), a public repository of structured organic reaction records. describe an organic reaction: reactants, conditions, products, and yield Starting materials: CSc1ncccn1, ClCCl, O=S(=O)(c1ccccc1)N1OC1c1ccccc1. Product: CS(=O)c1ncccn1. RXN SMILES: [CH3:1][S:2][c:3]1[n:4][cH:5][cH:6][cH:7][n:8]1.[Cl:27][CH2:28][Cl:29].[c:9]1([CH:10]2[N:11]([S:12]([c:13]3[cH:14][cH:15][cH:16][cH:18][cH:19]3)(=[O:20])=[O:21])[O:17]2)[cH:22][cH:23][cH:24][cH:25][cH:26]1>>[CH3:1][S:2]([c:3]1[n:4][cH:5][cH:6][cH:7][n:8]1)=[O:17]. The reactants are Cl (hydrochloric acid), ClC(COC(NC1=CC=C(C=C1)SC1=C(C=C(C=C1)C(NC1CCCC1)=O)NC=1C2=C(N=CN1)N=C(C=C2)C(C)C)=O)(Cl)Cl ({4-[4-Cyclopentylcarbamoyl-2-(7-isopropyl-pyrido[2,3-d]pyrimidin-4-ylamino)-phenylsulfanyl]-phenyl}-carbamic acid 2,2,2-trichloro-ethyl ester), [OH-].[Na+] (sodium hydroxide). Run in C(C)(=O)OCC (ethyl acetate), O (water), O1CCOCC1 (1,4-dioxane), O (water). Conditions: temperature 60 celsius. Yields the product NC1=CC=C(C=C1)SC1=C(C=C(C(=O)NC2CCCC2)C=C1)NC=1C2=C(N=CN1)N=C(C=C2)C(C)C (4-(4-Amino-phenylsulfanyl)-N-cyclopentyl-3-(7-isopropyl-pyrido[2,3-d]pyrimidin-4-ylamino)-benzamide). Yield: 64.4%. Reaction SMILES: ClC(Cl)(Cl)COC(=O)[NH:6][C:7]1[CH:12]=[CH:11][C:10]([S:13][C:14]2[CH:19]=[CH:18][C:17]([C:20](=[O:27])[NH:21][CH:22]3[CH2:26][CH2:25][CH2:24][CH2:23]3)=[CH:16][C:15]=2[NH:28][C:29]2[C:30]3[CH:38]=[CH:37][C:36]([CH:39]([CH3:41])[CH3:40])=[N:35][C:31]=3[N:32]=[CH:33][N:34]=2)=[CH:9][CH:8]=1.[OH-].[Na+].Cl>O1CCOCC1.O.C(OCC)(=O)C>[NH2:6][C:7]1[CH:12]=[CH:11][C:10]([S:13][C:14]2[CH:19]=[CH:18][C:17]([C:20]([NH:21][CH:22]3[CH2:26][CH2:25][CH2:24][CH2:23]3)=[O:27])=[CH:16][C:15]=2[NH:28][C:29]2[C:30]3[CH:38]=[CH:37][C:36]([CH:39]([CH3:41])[CH3:40])=[N:35][C:31]=3[N:32]=[CH:33][N:34]=2)=[CH:9][CH:8]=1 |f:1.2|. Procedure details: A solution of the product of Example 155A (39.9 mg, 0.0592 mmol) in 1,4-dioxane (2 mL) was treated with a solution of sodium hydroxide (5.9 mg, 0.148 mmol) in water (1 mL), then heated at 60° C. for 1 hour. The reaction was then cooled to room temperature and diluted with ethyl acetate (50 mL) and water (25 mL). The aqueous pH was adjusted to 5 with 1N aqueous hydrochloric acid, the layers were separated, and the organic phase washed with water (2×25 mL) and brine (25 mL). The organic extract wa... Starting materials: COC(C1=C(C=CC=C1)NC(C(C)C1=CC=CC=C1)=O)=O (2-(2-phenyl-propionyl amino)-benzoic acid methyl ester), [Li+].C[Si](C)(C)[N-][Si](C)(C)C (LiHMDS). Product: CC1(C(NC2=CC=CC=C2C1=O)=O)C1=CC=CC=C1 (3-methyl-3-phenyl-1H-quinoline-2,4-dione). Solvent: CCOC(=O)C (EtOAc). Procedure: The objective compound was prepared by the same procedure for the example 1, using a 2-(2-phenyl-propionyl amino)-benzoic acid methyl ester (1.00 g, 3.53 mmol) and LiHMDS (10.6 mmol, 1M THF solution). After normal workup, the pure objective compound (0.58 g, 65%) was obtained as pale yellow solid by a flash column chromatography (Hex:EtOAc=4:1): 1H NMR (200 MHz, CDCl3) δ 2.05 (s, 3H, CH3), 6.92 (d, J=8.14 Hz, 1H, ArH), 7.11 (t, J=7.73 Hz, 1H, ArH), 7.23-7.37 (m, 5H, ArH), 7.49 (t, J=7.32, 1H, Ar... As a reaction SMILES: CO[C:3](=[O:21])[C:4]1[CH:9]=[CH:8][CH:7]=[CH:6][C:5]=1[NH:10][C:11](=[O:20])[CH:12]([C:14]1[CH:19]=[CH:18][CH:17]=[CH:16][CH:15]=1)[CH3:13].[Li+].C[Si]([N-][Si](C)(C)C)(C)C>CCOC(C)=O>[CH3:13][C:12]1([C:14]2[CH:15]=[CH:16][CH:17]=[CH:18][CH:19]=2)[C:3](=[O:21])[C:4]2[C:5](=[CH:6][CH:7]=[CH:8][CH:9]=2)[NH:10][C:11]1=[O:20] |f:1.2|. The yield is 65.4%.